From a dataset of the Open Reaction Database (ORD), a public repository of structured organic reaction records. describe an organic reaction: reactants, conditions, products, and yield The product is NCC(=O)NC1=C(C=C(C=C1)[N+](=O)[O-])C(C1=C(C=CC=C1)F)=NO (2-amino-2'-[o-fluoro-α-(hydroxylimino)benzyl]-4'-nitro-acetanilide). Starting materials: FC1=C(C=CC=C1)C1=NCC(NC2=C1C=C(C=C2)[N+](=O)[O-])=O (5-(2-fluorophenyl)-1,3-dihydro-7-nitro-2H-1,4-benzodiazepin-2-one), Cl.NO (hydroxylamine hydrochloride). RXN SMILES: [F:1][C:2]1[CH:7]=[CH:6][CH:5]=[CH:4][C:3]=1[C:8]1[C:14]2[CH:15]=[C:16]([N+:19]([O-:21])=[O:20])[CH:17]=[CH:18][C:13]=2[NH:12][C:11](=[O:22])[CH2:10][N:9]=1.Cl.[NH2:24][OH:25]>N1C=CC=CC=1.C(Cl)Cl>[NH2:9][CH2:10][C:11]([NH:12][C:13]1[CH:18]=[CH:17][C:16]([N+:19]([O-:21])=[O:20])=[CH:15][C:14]=1[C:8](=[N:24][OH:25])[C:3]1[CH:4]=[CH:5][CH:6]=[CH:7][C:2]=1[F:1])=[O:22] |f:1.2|. Solvent: N1=CC=CC=C1 (pyridine), C(Cl)Cl (methylene chloride). Procedure details: A solution of 50 g (0.167 mol) of 5-(2-fluorophenyl)-1,3-dihydro-7-nitro-2H-1,4-benzodiazepin-2-one and 17.4 g (0.25 mol) of hydroxylamine hydrochloride in 200 ml of pyridine is heated to reflux overnight under argon. The mixture is concentrated in a rotary evaporator and the residue is taken up in methylene chloride. The organic phase is washed with water, dried and evaporated. The aqueous phase is extracted with chloroform overnight in a perforator. After drying and removing the solvent, the r... Starting materials: C(C=C)OC1(CCN(CC1)C1=C(C(=C(C=2N1C=C(N2)C=2C=C(C=CC2)C2=C(C=C(C(=C2)F)F)O[C@@H](C)CC=C)C)C)[C@@H](C(=O)OC)OC(C)(C)C)C ((S)-methyl 2-(5-(4-(allyloxy)-4-methylpiperidin-1-yl)-2-(4′,5′-difluoro-2′-((S)-pent-4-en-2-yloxy)-[1,1′-biphenyl]-3-yl)-7,8-dimethylimidazo[1,2-a]pyridin-6-yl)-2-(tert-butoxy)acetate), C(C)(C)(C)O[C@H](C(=O)OC)C1=C2N3CCC(OCC=CC[C@@H](OC=4C=C(C=CC4C4=CC=CC(C5=CN2C(C=C1C)=N5)=C4)F)C)(CC3)C (methyl(2S)-2-(tert-butoxy)-2-[(22S)-18-fluoro-4,22,28-trimethyl-21,27-dioxa-1,7,34-triazahexacyclo[26.2.2.16,9.110,14.02,7.015,20]tetratriaconta-2,4,6(34),8,10(33),11,13,15(20),16,18,24-undecaen-3-yl]acetate). The product is C(C)(C)(C)O[C@H](C(=O)OC)C1=C2N3CCC(OC\C=C/C[C@@H](OC=4C=C(C(=CC4C4=CC=CC(C5=CN2C(C(=C1C)C)=N5)=C4)F)F)C)(CC3)C (Methyl(2S)-2-(tert-butoxy)-2-[(22S,24Z)-17,18-difluoro-4,5,22,28-tetramethyl-21,27-dioxa-1,7,34-triazahexacyclo[26.2.2.16,9.110,14.02,7.015,20]tetratriaconta-2,4,6(34),8,10(33),11,13,15(20),16,18,24-undecaen-3-yl]acetate). Isolated yield 83.0%. Reaction SMILES: [CH2:1]([O:4][C:5]1([CH3:52])[CH2:10][CH2:9][N:8]([C:11]2[N:16]3[CH:17]=[C:18]([C:20]4[CH:21]=[C:22]([C:26]5[CH:31]=[C:30]([F:32])[C:29]([F:33])=[CH:28][C:27]=5[O:34][C@H:35]([CH2:37]C=C)[CH3:36])[CH:23]=[CH:24][CH:25]=4)[N:19]=[C:15]3[C:14]([CH3:40])=[C:13]([CH3:41])[C:12]=2[C@H:42]([O:47][C:48]([CH3:51])([CH3:50])[CH3:49])[C:43]([O:45][CH3:46])=[O:44])[CH2:7][CH2:6]1)[CH:2]=[CH2:3].C(O[C@@H](C1C(C)=CC2=NC3=CN2C=1N1CCC(C)(OCC=CC[C@H](C)OC2C=C(F)C=CC=2C2C=C3C=CC=2)CC1)C(OC)=O)(C)(C)C>>[C:48]([O:47][C@@H:42]([C:12]1[C:13]([CH3:41])=[C:14]([CH3:40])[C:15]2=[N:19][C:18]3=[CH:17][N:16]2[C:11]=1[N:8]1[CH2:9][CH2:10][C:5]([CH3:52])([O:4][CH2:1][CH:2]=[CH:3][CH2:37][C@H:35]([CH3:36])[O:34][C:27]2[CH:28]=[C:29]([F:33])[C:30]([F:32])=[CH:31][C:26]=2[C:22]2[CH:21]=[C:20]3[CH:25]=[CH:24][CH:23]=2)[CH2:6][CH2:7]1)[C:43]([O:45][CH3:46])=[O:44])([CH3:49])([CH3:51])[CH3:50]. Procedure: Prepared in 83% yield from (S)-methyl 2-(5-(4-(allyloxy)-4-methylpiperidin-1-yl)-2-(4′,5′-difluoro-2′-((S)-pent-4-en-2-yloxy)-[1,1′-biphenyl]-3-yl)-7,8-dimethylimidazo[1,2-a]pyridin-6-yl)-2-(tert-butoxy)acetate following the procedure for methyl(2S)-2-(tert-butoxy)-2-[(22S)-18-fluoro-4,22,28-trimethyl-21,27-dioxa-1,7,34-triazahexacyclo[26.2.2.16,9.110,14.02,7.015,20]tetratriaconta-2,4,6(34),8,10(33),11,13,15(20),16,18,24-undecaen-3-yl]acetate. LCMS (ESI, M+1): 688.80. The reactants are C(CC(=O)OCC)(=O)OCC (diethyl malonate), ice water, [Na] (sodium), BrCCCC1=CC=C(C=C1)CCCBr (1,4-bis(3-bromopropyl)benzene), C(CC(=O)OCC)(=O)OCC (diethyl malonate), Cl (hydrochloric acid). The solvent is C(C)O (ethanol), C(C)O (ethanol). Product: C(C)OC(=O)C(CCCC1=CC=C(C=C1)CCCC(C(=O)OCC)C(=O)OCC)C(=O)OCC (1,4-Bis(4,4-diethoxycarbonylbutyl)benzene). Isolated yield 99.1%. As a reaction SMILES: [Na].[C:2]([O:10][CH2:11][CH3:12])(=[O:9])[CH2:3][C:4]([O:6][CH2:7][CH3:8])=[O:5].Br[CH2:14][CH2:15][CH2:16][C:17]1[CH:22]=[CH:21][C:20]([CH2:23][CH2:24][CH2:25]Br)=[CH:19][CH:18]=1.Cl>C(O)C>[CH2:11]([O:10][C:2]([CH:3]([C:4]([O:6][CH2:7][CH3:8])=[O:5])[CH2:14][CH2:15][CH2:16][C:17]1[CH:22]=[CH:21][C:20]([CH2:23][CH2:24][CH2:25][CH:3]([C:4]([O:6][CH2:7][CH3:8])=[O:5])[C:2]([O:10][CH2:11][CH3:12])=[O:9])=[CH:19][CH:18]=1)=[O:9])[CH3:12] |^1:0|. Reported procedure: First, to 483 mg of metallic sodium dissolved in 21 ml of absolute ethanol, 6.72 g of diethyl malonate was added dropwise, and the mixture was refluxed for 5 minutes. After cooling, to the solution was added dropwise a mixture of 3.2 g of 1,4-bis(3-bromopropyl)benzene and diethyl malonate over 5 minutes, and the mixture was refluxed for 40 minutes to obtain a white suspension. After cooling and addition of 21 ml of ice water, the mixture was adjusted to pH 7.0 with 1N hydrochloric acid, and etha... The reactants are C1(CCCC1)C1=CC=C(C=C1)C(C)=O (4'-cyclopentyl-acetophenone), C(C)O/C(=C/C(=O)OCC)/C (ethyl (E)-3-ethoxy-crotonate). The solvent is CO (methanol). Product: C1(CCCC1)C1=CC=C(C=C1)/C(=C/C(C)=O)/C ((E)-4-(4-cyclopentyl-phenyl)-3-pentene-2-one). The yield is 51.0%. As a reaction SMILES: [CH:1]1([C:6]2[CH:11]=[CH:10][C:9]([C:12](=O)[CH3:13])=[CH:8][CH:7]=2)[CH2:5][CH2:4][CH2:3][CH2:2]1.C([O:17]/[C:18](/[CH3:25])=[CH:19]/C(OCC)=O)C>CO>[CH:1]1([C:6]2[CH:11]=[CH:10][C:9](/[C:12](/[CH3:13])=[CH:19]/[C:18](=[O:17])[CH3:25])=[CH:8][CH:7]=2)[CH2:5][CH2:4][CH2:3][CH2:2]1. Reported procedure: (E)-4-(4-cyclopentyl-phenyl)-3-pentene-2-one was prepared analogous to Example 52 from 4'-cyclopentyl-acetophenone and ethyl (E)-3-ethoxy-crotonate with a yield of 51% of theory. B.p. 143°-147°C at 0.05 mm Hg. M.p. 33°-33.5°C (from methanol). Reactants: ClC1=CC=C(C=C1)C(O)(C=1N(C=CN1)COC)C1=CC=C(C=C1)Cl (α,α-bis(p-chlorophenyl)-1-(methoxymethyl)imidazole-2-methanol), C(C1=CC=CC=C1)OCN1C(=NC=C1)C(O)(C1=CC=CC=C1)C1=CC=C(C=C1)Cl (1-[(benzyloxy)methyl]-α-(p-chlorophenyl)-α-phenylimidazole-2-methanol). The product is ClC1=CC=C(C=C1)C(O)(C=1NC=CN1)C1=CC=C(C=C1)Cl (α,α-bis(p-chlorophenyl)imidazole-2-methanol). Reaction SMILES: [Cl:1][C:2]1[CH:7]=[CH:6][C:5]([C:8]([C:18]2[CH:23]=[CH:22][C:21]([Cl:24])=[CH:20][CH:19]=2)([C:10]2[N:11](COC)[CH:12]=[CH:13][N:14]=2)[OH:9])=[CH:4][CH:3]=1.C(OCN1C=CN=C1C(C1C=CC(Cl)=CC=1)(C1C=CC=CC=1)O)C1C=CC=CC=1>>[Cl:1][C:2]1[CH:3]=[CH:4][C:5]([C:8]([C:18]2[CH:23]=[CH:22][C:21]([Cl:24])=[CH:20][CH:19]=2)([C:10]2[NH:14][CH:13]=[CH:12][N:11]=2)[OH:9])=[CH:6][CH:7]=1. Reported procedure: Using the procedure described in Example VIC but substituting an equivalent amount of α,α-bis(p-chlorophenyl)-1-(methoxymethyl)imidazole-2-methanol for the 1-[(benzyloxy)methyl]-α-(p-chlorophenyl)-α-phenylimidazole-2-methanol, α,α-bis(p-chlorophenyl)imidazole-2-methanol was obtained. Melting point of the product was 195°-197° C. Reactants: [Tl].[Tl].OC1=C(C=CC=C1)C(=O)C(=O)C1=C(C=CC=C1)O (2,2'-dihydroxybenzil dithallium salt), CN(CC(CCl)C)C (3-dimethylamino-2-methyl propyl chloride), crude material. Solvent: C1(=CC=CC=C1)C (toluene), C1(=CC=CC=C1)C (toluene). Product: CN(CC(COC1=C(C=CC=C1)C(=O)C(=O)C1=C(C=CC=C1)OCC(CN(C)C)C)C)C (2,2'-Bis(3-Dimethylamino-2-Methylpropoxy)Benzil). As a reaction SMILES: [Tl].[Tl].[OH:3][C:4]1[CH:9]=[CH:8][CH:7]=[CH:6][C:5]=1[C:10]([C:12]([C:14]1[CH:19]=[CH:18][CH:17]=[CH:16][C:15]=1[OH:20])=[O:13])=[O:11].[CH3:21][N:22]([CH3:28])[CH2:23][CH:24]([CH3:27])[CH2:25]Cl>C1(C)C=CC=CC=1>[CH3:21][N:22]([CH3:28])[CH2:23][CH:24]([CH3:27])[CH2:25][O:3][C:4]1[CH:9]=[CH:8][CH:7]=[CH:6][C:5]=1[C:10]([C:12]([C:14]1[CH:19]=[CH:18][CH:17]=[CH:16][C:15]=1[O:20][CH2:25][CH:24]([CH3:27])[CH2:23][N:22]([CH3:28])[CH3:21])=[O:13])=[O:11] |f:0.1.2,^1:0,1|. Reported procedure: A suspension of 15 g. (0.023 M) of 2,2'-dihydroxybenzil dithallium salt in 500 ml. of dry toluene was stirred vigorously while adding dropwise a solution of 8.8 g. (0.05 M) of 3-dimethylamino-2-methyl propyl chloride in 91.5 ml. of toluene. The mixture was gradually heated to reflux during the addition, and the resulting mixture was stirred and refluxed for 12 hours before a color change was observed. After cooling to 25°, the pale yellow solid was filtered off and washed with toluene. The mater...